Dataset: the Open Reaction Database (ORD), a public repository of structured organic reaction records. Task: describe an organic reaction: reactants, conditions, products, and yield Reactants: CN, O=C(O)c1ccc2c(c1)CCC1C2CCCN1C(=O)c1ccc2[nH]cnc2c1. Product: CNC(=O)c1ccc2c(c1)CCC1C2CCCN1C(=O)c1ccc2[nH]cnc2c1. Reaction SMILES: [CH3:29][NH2:30].[nH:1]1[cH:2][n:3][c:4]2[c:5]1[cH:6][cH:7][c:8]([C:10](=[O:11])[N:12]1[CH2:13][CH2:14][CH2:15][CH:16]3[c:17]4[c:18]([cH:22][c:23]([C:26](=[O:27])[OH:28])[cH:24][cH:25]4)[CH2:19][CH2:20][CH:21]13)[cH:9]2>>[nH:1]1[cH:2][n:3][c:4]2[c:5]1[cH:6][cH:7][c:8]([C:10](=[O:11])[N:12]1[CH2:13][CH2:14][CH2:15][CH:16]3[c:17]4[c:18]([cH:22][c:23]([C:26](=[O:28])[NH:30][CH3:29])[cH:24][cH:25]4)[CH2:19][CH2:20][CH:21]13)[cH:9]2. Reactants: CCC1=C(c2ccc(F)cc2)CNC1=O, O=[N+]([O-])O, O=S(=O)(O)O. Product: CCC1=C(c2ccc(F)c([N+](=O)[O-])c2)CNC1=O. RXN SMILES: [CH2:5]([CH3:6])[C:7]1=[C:11]([c:12]2[cH:13][cH:14][c:15]([F:18])[cH:16][cH:17]2)[CH2:10][NH:9][C:8]1=[O:19].[OH:1][N+:2]([O-:3])=[O:4].[S:20](=[O:21])(=[O:22])([OH:23])[OH:24]>>[O-:1][N+:2](=[O:4])[c:14]1[cH:13][c:12]([C:11]2=[C:7]([CH2:5][CH3:6])[C:8](=[O:19])[NH:9][CH2:10]2)[cH:17][cH:16][c:15]1[F:18]. RXN SMILES: [Br-].[CH3:2][C:3]1[CH:11]=[CH:10][C:6]2[O:7][CH2:8][O:9][C:5]=2[CH:4]=1.C=O.[CH2:14]([Cl:16])Cl>>[Cl:16][CH2:14][C:11]1[C:3]([CH3:2])=[CH:4][C:5]2[O:9][CH2:8][O:7][C:6]=2[CH:10]=1. Reported procedure: To a mixture of methylene chloride (130L), concentrated HCl (130L), and tetrabulylammonium bromide (1.61 Kg) was added 5-methylbenzo[d][1,3]dioxole (10 Kg) followed by the slow addition of formaldehyde (14L, 37 wt% in water). The mixture was stirred overnight. The organic layer was separated, dried with magnesium sulfate and concentrated to an oil. Hexane (180L) was added and the mixture heated to boiling. The hot hexane solution was decanted from a heavy oily residue and evaporated to give almo... Conditions: time 8 hour. Yields the product ClCC1=CC2=C(OCO2)C=C1C (5-chloromethyl-6-methylbenzo[d][1,3]dioxole). Reactants: CC1=CC2=C(OCO2)C=C1 (5-methylbenzo[d][1,3]dioxole), C=O (formaldehyde), [Br-] (bromide), C(Cl)Cl (methylene chloride), C(Cl)Cl (methylene chloride).